From a dataset of the Open Reaction Database (ORD), a public repository of structured organic reaction records. describe an organic reaction: reactants, conditions, products, and yield The reactants are C[Si](OC1(CC2=CCCC(C2CC1)(C)C)C)(C)C (1,2,3,4,4a,5,6,7-octahydro-2-trimethylsilyloxy-2,5,5-trimethylnaphthalene), C(C)O (ethanol), Cl (hydrochloric acid). The solvent is O (water). Reaction conditions: time 17 hour. Product: C[C@@]1(CC[C@@H]2C(=CCCC2(C)C)C1)O (α-ambrinol). The yield is 73.8%. As a reaction SMILES: C[Si](C)(C)[O:3][C:4]1([CH3:16])[CH2:13][CH2:12][CH:11]2[C:6](=[CH:7][CH2:8][CH2:9][C:10]2([CH3:15])[CH3:14])[CH2:5]1.C(O)C.Cl>O>[CH3:16][C@@:4]1([OH:3])[CH2:5][C:6]2=[CH:7][CH2:8][CH2:9][C:10]([CH3:14])([CH3:15])[C@@H:11]2[CH2:12][CH2:13]1. Reported procedure: A mixture of 1,2,3,4,4a,5,6,7-octahydro-2-trimethylsilyloxy-2,5,5-trimethylnaphthalene (0.78 g), ethanol (40 ml), water (4 ml) and 2 N hydrochloric acid (1 ml) was stirred at 20°-25° for 17 h. The mixture was poured onto water and extracted with hexanes. The combined organic extracts were washed with sodium bicarbonate solution and the solvent evaporated to give 0.61 g of crude product. Chromatography gave 0.42 g (75%) of α-ambrinol. Spectral and analytical data for this material was consistent ...